From a dataset of the Open Reaction Database (ORD), a public repository of structured organic reaction records. describe an organic reaction: reactants, conditions, products, and yield Reactants: C1=CC=CC2=CC=CC=C12 (naphthalene), OO (hydrogen peroxide). Product: C1(=CC=CC2=CC=CC=C12)O (α-naphthol), C1=C(C=CC2=CC=CC=C12)O (β-naphthol), dihydroxynaphthalenes. Yield: 9.5%. Reaction SMILES: [CH:1]1[C:10]2[C:5](=[CH:6][CH:7]=[CH:8][CH:9]=2)[CH:4]=[CH:3][CH:2]=1.[OH:11]O>>[C:9]1([OH:11])[C:10]2[C:5](=[CH:4][CH:3]=[CH:2][CH:1]=2)[CH:6]=[CH:7][CH:8]=1.[CH:9]1[C:10]2[C:5](=[CH:4][CH:3]=[CH:2][CH:1]=2)[CH:6]=[CH:7][C:8]=1[OH:11]. Procedure: Using convenient anhydrous hydrogen fluoride-pyridine complex as the acidic reaction medium at atmospheric pressure and at ambient temperature, the reaction of naphthalene with a molar excess of hydrogen peroxide at 10° to 20° C. gave 25.3% α-naphthol with 0.4% β-naphthol, 9.5% dihydroxynaphthalenes, and 1.2% higher molecular weight polymeric materials were formed with 47% naphthalene recovered unchanged. The yield of α-naphthol is 47%, with an isomeric purity of 98.4%. The reactants are BrCCOC1=C(C(=C(C=C1)C(C)=O)CCC)O (1-[4-(2-bromoethoxy)-3-hydroxy-2-propylphenyl]ethanone), OC1=C(C(=O)OCC)C=CC=C1 (ethyl 2-hydroxybenzoate), C([O-])([O-])=O.[K+].[K+] (potassium carbonate). Product: COC(C1=C(C=CC=C1)OCCOC1=C(C(=C(C=C1)C(C)=O)O)CCC)=O (2-[2-(4-acetyl-3-hydroxy-2-propylphenoxy)ethoxy]benzoic acid methyl ester). Yield: 59.0%. Reaction SMILES: Br[CH2:2][CH2:3][O:4][C:5]1[CH:10]=[CH:9][C:8]([C:11](=[O:13])[CH3:12])=[C:7]([CH2:14][CH2:15]C)[C:6]=1O.[OH:18][C:19]1[CH:29]=[CH:28][CH:27]=[CH:26][C:20]=1[C:21]([O:23][CH2:24]C)=[O:22].[C:30](=[O:33])([O-])[O-].[K+].[K+]>>[CH3:24][O:23][C:21](=[O:22])[C:20]1[CH:26]=[CH:27][CH:28]=[CH:29][C:19]=1[O:18][CH2:2][CH2:3][O:4][C:5]1[CH:10]=[CH:9][C:8]([C:11](=[O:13])[CH3:12])=[C:30]([OH:33])[C:6]=1[CH2:7][CH2:14][CH3:15] |f:2.3.4|. Procedure details: A mixture of 1.5 g of 1-[4-(2-bromoethoxy)-3-hydroxy-2-propylphenyl]ethanone, 0.76 g of ethyl 2-hydroxybenzoate and 1.05 g of potassium carbonate was allowed to react according to the procedure of Example 79 to give 1.1 g, m.p. 84°-87°, (59% yield) of 2-[2-(4-acetyl-3-hydroxy-2-propylphenoxy)ethoxy]benzoic acid methyl ester, the title compound. The reactants are N1C=CC2=CC=C(C=C12)OC(C)=O (acetic acid 1H-indol-6-yl ester), C=O (formaldehyde), N1CCOCC1 (morpholine). Solvent: O1CCOCC1.C(C)(=O)O (dioxane acetic acid). Run at time 16 hour. Product: N1(CCOCC1)CC1=CNC2=CC(=CC=C12)OC(C)=O (Acetic acid 3-morpholin-4-ylmethyl-1H-indol-6-yl ester). The yield is 91.8%. Reaction SMILES: [NH:1]1[C:9]2[C:4](=[CH:5][CH:6]=[C:7]([O:10][C:11](=[O:13])[CH3:12])[CH:8]=2)[CH:3]=[CH:2]1.[CH2:14]=O.[NH:16]1[CH2:21][CH2:20][O:19][CH2:18][CH2:17]1>O1CCOCC1.C(O)(=O)C>[N:16]1([CH2:14][C:3]2[C:4]3[C:9](=[CH:8][C:7]([O:10][C:11](=[O:13])[CH3:12])=[CH:6][CH:5]=3)[NH:1][CH:2]=2)[CH2:21][CH2:20][O:19][CH2:18][CH2:17]1 |f:3.4|. Reported procedure: To a solution of acetic acid 1H-indol-6-yl ester (2.0 g, 11.4 mmol) in dioxane/acetic acid (1:1, 114 mL) was added formaldehyde (0.85 mL, 0.93 g, 11.4 mmol) and morpholine (1 mL, 1 g, 11.4 mmol) and the resulting mixture was stirred (rt, 16 h). The reaction mixture was concentrated in vacuo, diluted with DCM (200 mL) and washed with 1N NaOH (20 mL), 4 N NaOH (20 mL) and brine (2×10 mL). The organic layer was dried, filtered and concentrated in vacuo to provide the title compound (2.87 g, 92%). M... The reactants are F[B-](F)(F)F, COc1cc(C(=O)O)ccc1Nc1ncc2c(n1)N(C1CCCC1)CC1(CC1)C(=O)N2C, CCN(C(C)C)C(C)C, ClCCl, NN1CCOCC1, CN(C)C(On1nnc2ccccc21)=[N+](C)C. The product is COc1cc(C(=O)NN2CCOCC2)ccc1Nc1ncc2c(n1)N(C1CCCC1)CC1(CC1)C(=O)N2C. Reaction SMILES: [B-:42]([F:43])([F:44])([F:45])[F:46].[CH:1]1([N:6]2[c:7]3[c:8]([cH:17][n:18][c:19]([NH:21][c:22]4[c:23]([O:31][CH3:32])[cH:24][c:25]([C:26](=[O:27])[OH:28])[cH:29][cH:30]4)[n:20]3)[N:9]([CH3:16])[C:10](=[O:15])[C:11]3([CH2:12][CH2:13]3)[CH2:14]2)[CH2:2][CH2:3][CH2:4][CH2:5]1.[CH:33]([N:34]([CH2:35][CH3:36])[CH:37]([CH3:38])[CH3:39])([CH3:40])[CH3:41].[Cl:71][CH2:72][Cl:73].[NH2:64][N:65]1[CH2:66][CH2:67][O:68][CH2:69][CH2:70]1.[n:47]1([O:48][C:49]([N:50]([CH3:51])[CH3:52])=[N+:53]([CH3:54])[CH3:55])[c:56]2[cH:57][cH:58][cH:59][cH:60][c:61]2[n:62][n:63]1>>[CH:1]1([N:6]2[c:7]3[c:8]([cH:17][n:18][c:19]([NH:21][c:22]4[c:23]([O:31][CH3:32])[cH:24][c:25]([C:26](=[O:27])[NH:64][N:65]5[CH2:66][CH2:67][O:68][CH2:69][CH2:70]5)[cH:29][cH:30]4)[n:20]3)[N:9]([CH3:16])[C:10](=[O:15])[C:11]3([CH2:12][CH2:13]3)[CH2:14]2)[CH2:2][CH2:3][CH2:4][CH2:5]1. Starting materials: O1CCCC1 (tetrahydrofuran), C(C)C1=C(C=C(O)C=C1)O (4-ethylresorcinol), [H-].[Na+] (sodium hydride), P(=O)(OCC)(OCC)Cl (diethyl chlorophosphate). Run in O (water). Reaction conditions: temperature 0 celsius, time 30 minute. Yields the product C(C)OP(=O)(OCC)OC1=CC(=C(C=C1)CC)OP(=O)(OCC)OCC (1,3-Bis(diethylphosphonooxy)-4-ethylbenzene). Isolated yield 100.0%. RXN SMILES: [O:1]1[CH2:5][CH2:4]CC1.[CH2:6]([C:8]1[CH:14]=[CH:13][C:11]([OH:12])=[CH:10][C:9]=1[OH:15])[CH3:7].[H-].[Na+].[P:18](Cl)([O:23][CH2:24][CH3:25])([O:20][CH2:21][CH3:22])=[O:19]>O>[CH2:21]([O:20][P:18]([O:12][C:11]1[CH:13]=[CH:14][C:8]([CH2:6][CH3:7])=[C:9]([O:15][P:18]([O:1][CH2:5][CH3:4])([O:20][CH2:21][CH3:22])=[O:19])[CH:10]=1)([O:23][CH2:24][CH3:25])=[O:19])[CH3:22] |f:2.3|. Procedure: To a tetrahydrofuran solution (10 ml) of 4-ethylresorcinol (691 mg), sodium hydride (60% dispersion in liquid paraffin) (440 mg) was added and stirred at 0° C. for 30 minutes. Then, diethyl chlorophosphate (1.73 ml) was added dropwise. After stirring at room temperature for 3 hours, water (10 ml) was added to the reaction mixture, and the extraction was carried out with ethyl acetate (30 ml). Then, the extract was washed with saturated brine (10 ml), dried with anhydrous sodium sulfate and then ... Starting materials: COC(=O)C(Cc1ccccc1)c1c(C)nc2cc(C(C)(C)C)nn2c1-c1ccc(C)cc1, CO, [Na+], [OH-]. The product is Cc1ccc(-c2c(C(Cc3ccccc3)C(=O)O)c(C)nc3cc(C(C)(C)C)nn23)cc1. Reaction SMILES: [C:1]([CH3:2])([CH3:3])([CH3:4])[c:5]1[n:6][n:7]2[c:8]([n:9][c:10]([CH3:32])[c:11]([CH:20]([C:21](=[O:22])[O:23][CH3:24])[CH2:25][c:26]3[cH:27][cH:28][cH:29][cH:30][cH:31]3)[c:12]2-[c:13]2[cH:14][cH:15][c:16]([CH3:19])[cH:17][cH:18]2)[cH:33]1.[CH3:36][OH:37].[Na+:35].[OH-:34]>>[C:1]([CH3:2])([CH3:3])([CH3:4])[c:5]1[n:6][n:7]2[c:8]([n:9][c:10]([CH3:32])[c:11]([CH:20]([C:21](=[O:22])[OH:23])[CH2:25][c:26]3[cH:27][cH:28][cH:29][cH:30][cH:31]3)[c:12]2-[c:13]2[cH:14][cH:15][c:16]([CH3:19])[cH:17][cH:18]2)[cH:33]1.